Dataset: the Open Reaction Database (ORD), a public repository of structured organic reaction records. Task: describe an organic reaction: reactants, conditions, products, and yield Reactants: C(C)(C)(C)OC(=O)N[C@@]1(C[C@@H]2SC[C@H](N2C1=O)C(=O)OC)C1CCN(CC1)C(=O)OCC[Si](C)(C)C (methyl (3R,6S,7aS)-6-tert-butoxycarbonylamino-5-oxo-6-[1-(2-trimethylsilanylethoxycarbonyl)piperidin-4-yl]hexahydropyrrolo[2,1-b]thiazole-3-carboxylate), N (ammonia). Reaction conditions: time 2 hour. The product is C(C)(C)(C)OC(=O)N[C@@]1(C[C@@H]2SC[C@H](N2C1=O)C#N)C1CCN(CC1)C(=O)OCC[Si](C)(C)C (2-Trimethylsilanylethyl 4-((3R,6S,7aS)-6-tert-butoxycarbonylamino-3-cyano-5-oxohexahydropyrrolo[2,1-b]thiazol-6-yl)piperidine-1-carboxylate). RXN SMILES: [C:1]([O:5][C:6]([NH:8][C@@:9]1([CH:22]2[CH2:27][CH2:26][N:25]([C:28]([O:30][CH2:31][CH2:32][Si:33]([CH3:36])([CH3:35])[CH3:34])=[O:29])[CH2:24][CH2:23]2)[C:16](=[O:17])[N:15]2[C@@H:11]([S:12][CH2:13][C@H:14]2[C:18](OC)=O)[CH2:10]1)=[O:7])([CH3:4])([CH3:3])[CH3:2].[NH3:37]>>[C:1]([O:5][C:6]([NH:8][C@@:9]1([CH:22]2[CH2:27][CH2:26][N:25]([C:28]([O:30][CH2:31][CH2:32][Si:33]([CH3:34])([CH3:36])[CH3:35])=[O:29])[CH2:24][CH2:23]2)[C:16](=[O:17])[N:15]2[C@@H:11]([S:12][CH2:13][C@H:14]2[C:18]#[N:37])[CH2:10]1)=[O:7])([CH3:2])([CH3:4])[CH3:3]. Reported procedure: 153 mg of methyl (3R,6S,7aS)-6-tert-butoxycarbonylamino-5-oxo-6-[1-(2-trimethylsilanylethoxycarbonyl)piperidin-4-yl]hexahydropyrrolo[2,1-b]thiazole-3-carboxylate were dissolved at 0° C. in 30 ml of ammonia-saturated methanol. The mixture was allowed to reach room temperature over the course of 5 h, and then the solvents were removed in vacuo. The residue was taken up in 5 ml of THF, and 100 μl of triethylamine and 60 μl of trifluoroacetic anhydride were successively added. The mixture was stirre...